This data is from the Open Reaction Database (ORD), a public repository of structured organic reaction records. The task is: describe an organic reaction: reactants, conditions, products, and yield Reactants: BrC=1C=C2N(N=CC(=C2Cl)C(=O)N)C1 (6-bromo-4-chloropyrrolo[1,2-b]pyridazine-3-carboxamide), Cl.N[C@@H](C(C(=O)N)(C)C)C ((R)-3-amino-2,2 dimethylbutanamide hydrochloride), CCN(C(C)C)C(C)C (DIPEA). Run in CN(C)C=O (DMF). Reaction conditions: temperature 100 celsius, time 12 hour. The product is NC(C([C@@H](C)NC=1C=2N(N=CC1C(=O)N)C=C(C2)Br)(C)C)=O ((R)-4-((4-amino-3,3-dimethyl-4-oxobutane-2-yl)amino)-6-bromopyrrolo[1,2-b]pyridazine-3-carboxamide). Isolated yield 70.8%. As a reaction SMILES: [Br:1][C:2]1[CH:3]=[C:4]2[C:9](Cl)=[C:8]([C:11]([NH2:13])=[O:12])[CH:7]=[N:6][N:5]2[CH:14]=1.Cl.[NH2:16][C@H:17]([CH3:24])[C:18]([CH3:23])([CH3:22])[C:19]([NH2:21])=[O:20].CCN(C(C)C)C(C)C>CN(C=O)C>[NH2:21][C:19](=[O:20])[C:18]([CH3:23])([CH3:22])[C@H:17]([NH:16][C:9]1[C:4]2[N:5]([CH:14]=[C:2]([Br:1])[CH:3]=2)[N:6]=[CH:7][C:8]=1[C:11]([NH2:13])=[O:12])[CH3:24] |f:1.2|. Procedure: To a solution of 6-bromo-4-chloropyrrolo[1,2-b]pyridazine-3-carboxamide (400 mg, 1.457 mmol) in DMF (30 mL) was added (R)-3-amino-2,2 dimethylbutanamide hydrochloride (486 mg, 2.91 mmol) and DIPEA (1.273 ml, 7.29 mmol) at RT and the reaction mixture was allowed to stir at 100° C. for 12 h. It was then quenched with water (300 ml) and extracted with EtOAc (3×150 mL). The combined organic layers were dried over anhydrous Na2SO4 and concentrated under vacuum. Crude product was purified by combi-fla... Reactants: Cc1ccc(CCBr)cc1, COc1cc2c(cc1OC)C(=O)N(CC1CCCNC1)C2. The product is COc1cc2c(cc1OC)C(=O)N(CC1CCCN(CCc3ccc(C)cc3)C1)C2. As a reaction SMILES: [CH3:22][c:23]1[cH:24][cH:25][c:26]([CH2:29][CH2:30][Br:31])[cH:27][cH:28]1.[NH:1]1[CH2:2][CH:3]([CH2:7][N:8]2[C:9](=[O:21])[c:10]3[cH:11][c:12]([O:19][CH3:20])[c:13]([O:17][CH3:18])[cH:14][c:15]3[CH2:16]2)[CH2:4][CH2:5][CH2:6]1>>[N:1]1([CH2:30][CH2:29][c:26]2[cH:25][cH:24][c:23]([CH3:22])[cH:28][cH:27]2)[CH2:2][CH:3]([CH2:7][N:8]2[C:9](=[O:21])[c:10]3[cH:11][c:12]([O:19][CH3:20])[c:13]([O:17][CH3:18])[cH:14][c:15]3[CH2:16]2)[CH2:4][CH2:5][CH2:6]1. The reactants are C([O-])([O-])=O (carbonate), SC1=NN=C2N1C=CC=C2 (3-mercapto-1,2,4-triazolo(4,3-a)pyridine), ClCCN1CCN(CC1)S(=O)(=O)C1=CC=C(C=C1)C (1-chloro-2-[4-(4-methylphenylsulfonyl)piperazin-1-yl]ethane). The solvent is C(C)O (ethanol), C(C)O (ethanol). Conditions: time 15 minute. The product is CC1=CC=C(C=C1)S(=O)(=O)N1CCN(CC1)CCSC1=NN=C2N1C=CC=C2 (3-[2-(4-(4-methylphenylsulfonyl)piperazin-1-yl)ethylmercapto]1,2,4-triazolo(4,3-a)pyridine). The yield is 80.8%. RXN SMILES: C(=O)([O-])[O-].[SH:5][C:6]1[N:10]2[CH:11]=[CH:12][CH:13]=[CH:14][C:9]2=[N:8][N:7]=1.Cl[CH2:16][CH2:17][N:18]1[CH2:23][CH2:22][N:21]([S:24]([C:27]2[CH:32]=[CH:31][C:30]([CH3:33])=[CH:29][CH:28]=2)(=[O:26])=[O:25])[CH2:20][CH2:19]1>C(O)C>[CH3:33][C:30]1[CH:31]=[CH:32][C:27]([S:24]([N:21]2[CH2:20][CH2:19][N:18]([CH2:17][CH2:16][S:5][C:6]3[N:10]4[CH:11]=[CH:12][CH:13]=[CH:14][C:9]4=[N:8][N:7]=3)[CH2:23][CH2:22]2)(=[O:26])=[O:25])=[CH:28][CH:29]=1. Procedure: 30 g of postassium carbonate are added to a solution of 32.7 g of 3-mercapto-1,2,4-triazolo(4,3-a)pyridine in 300 ml of ethanol and the mixture is heated to the reflux temperature. After 15 minutes, a solution of 65.5 g of 1-chloro-2-[4-(4-methylphenylsulfonyl)piperazin-1-yl]ethane in 100 ml of ethanol is added and refluxing is continued for 3 hours. The reaction mixture is then cooled, the mineral substances are filtered off and the filtrate is concentrated in vacuo. The residue is taken up wit... Starting materials: Cl (hydrochloric acid), CSC1=CC=C(C=C1)NN (4-methylthiophenyl hydrazine), CC(C(CC#N)=O)(C)C (4,4-dimethyl-3-oxopentane nitrile). Run in C(C)O (ethanol), C(C)(=O)OCC (ethyl acetate). Yields the product C(C)(C)(C)C1=NN(C(=C1)N)C1=CC=C(C=C1)SC (3-tert-Butyl-1-[4-(methylthio)phenyl]-1H-pyrazol-5-amine). The yield is 95.0%. As a reaction SMILES: Cl.[CH3:2][S:3][C:4]1[CH:9]=[CH:8][C:7]([NH:10][NH2:11])=[CH:6][CH:5]=1.[CH3:12][C:13]([CH3:20])([CH3:19])[C:14](=O)[CH2:15][C:16]#[N:17]>C(O)C.C(OCC)(=O)C>[C:13]([C:14]1[CH:15]=[C:16]([NH2:17])[N:10]([C:7]2[CH:8]=[CH:9][C:4]([S:3][CH3:2])=[CH:5][CH:6]=2)[N:11]=1)([CH3:20])([CH3:19])[CH3:12]. Procedure details: Concentrated hydrochloric acid (1 mL) was added dropwise to a mixture of 4-methylthiophenyl hydrazine (2 g, 10.5 mmol) and 4,4-dimethyl-3-oxopentane nitrile (1.44 g, 11.5 mmol) in ethanol (30 mL) and the mixture was heated under reflux for 18 hours. The cooled mixture was then diluted with ethyl acetate, washed with saturated sodium hydrogen carbonate solution, dried over magnesium sulfate and concentrated in vacuo. The residue was purified by column chromatography on silica gel, eluting with di... Starting materials: CCOCCn1c(NC2CCN(CCCC3(Cc4ccc(F)cc4)CCN(Cc4cc(OC)c(OC)c(OC)c4)C3=O)CC2)nc2ccccc21, CCOC(C)=O, CS(=O)(=O)O, CCOCC. Yields the product CCOCCn1c(NC2CCN(CCCC3(Cc4ccc(F)cc4)CCN(Cc4cc(OC)c(OC)c(OC)c4)C3=O)CC2)nc2ccccc21, CS(=O)(=O)O. RXN SMILES: [CH3:1][O:2][c:3]1[cH:4][c:5]([CH2:6][N:7]2[C:8](=[O:44])[C:9]([CH2:12][c:13]3[cH:14][cH:15][c:16]([F:19])[cH:17][cH:18]3)([CH2:20][CH2:21][CH2:22][N:23]3[CH2:24][CH2:25][CH:26]([NH:29][c:30]4[n:31][c:32]5[c:33]([n:34]4[CH2:35][CH2:36][O:37][CH2:38][CH3:39])[cH:40][cH:41][cH:42][cH:43]5)[CH2:27][CH2:28]3)[CH2:10][CH2:11]2)[cH:45][c:46]([O:50][CH3:51])[c:47]1[O:48][CH3:49].[CH3:52][CH2:53][O:54][C:55](=[O:56])[CH3:57].[CH3:58][S:59]([OH:60])(=[O:61])=[O:62].[CH3:63][CH2:64][O:65][CH2:66][CH3:67]>>[CH3:1][O:2][c:3]1[cH:4][c:5]([CH2:6][N:7]2[C:8](=[O:44])[C:9]([CH2:12][c:13]3[cH:14][cH:15][c:16]([F:19])[cH:17][cH:18]3)([CH2:20][CH2:21][CH2:22][N:23]3[CH2:24][CH2:25][CH:26]([NH:29][c:30]4[n:31][c:32]5[c:33]([n:34]4[CH2:35][CH2:36][O:37][CH2:38][CH3:39])[cH:40][cH:41][cH:42][cH:43]5)[CH2:27][CH2:28]3)[CH2:10][CH2:11]2)[cH:45][c:46]([O:50][CH3:51])[c:47]1[O:48][CH3:49].[CH3:58][S:59](=[O:60])(=[O:61])[OH:62]. The product is COc1cc(Nc2c(C#N)cnc3c(Br)csc23)c(Cl)cc1Cl. Starting materials: N#Cc1cnc2c(Br)csc2c1Cl, N#Cc1cnc2c(Br)csc2c1Br, [Cl-], COc1cc(N)c(Cl)cc1Cl, [H-], [Na+], [Na+], C1CCOC1. As a reaction SMILES: [Br:14][c:15]1[cH:16][s:17][c:18]2[c:19]1[n:20][cH:21][c:22]([C:25]#[N:26])[c:23]2[Cl:24].[Br:27][c:28]1[c:29]2[n:30][cH:31][c:32]([C:33]#[N:34])[c:35]([Br:36])[c:37]2[s:38][cH:39]1.[Cl-:41].[Cl:3][c:4]1[c:5]([NH2:6])[cH:7][c:8]([O:12][CH3:13])[c:9]([Cl:11])[cH:10]1.[H-:1].[Na+:2].[Na+:40].[O:42]1[CH2:43][CH2:44][CH2:45][CH2:46]1>>[Cl:3][c:4]1[c:5]([NH:6][c:23]2[c:18]3[s:17][cH:16][c:15]([Br:14])[c:19]3[n:20][cH:21][c:22]2[C:25]#[N:26])[cH:7][c:8]([O:12][CH3:13])[c:9]([Cl:11])[cH:10]1. Yields the product Cc1oc(-c2cccs2)nc1COc1ccc(CON=C(CCCCCCC(=O)O)c2ccccc2)cc1. Reactants: CCOC(=O)CCCCCCC(=NOCc1ccc(OCc2nc(-c3cccs3)oc2C)cc1)c1ccccc1, Cl, [Li+], C1CCOC1, [OH-], O. As a reaction SMILES: [CH3:4][c:5]1[c:6]([CH2:15][O:16][c:17]2[cH:18][cH:19][c:20]([CH2:21][O:22][N:23]=[C:24]([CH2:25][CH2:26][CH2:27][CH2:28][CH2:29][CH2:30][C:31](=[O:32])[O:33][CH2:34][CH3:35])[c:36]3[cH:37][cH:38][cH:39][cH:40][cH:41]3)[cH:42][cH:43]2)[n:7][c:8](-[c:10]2[s:11][cH:12][cH:13][cH:14]2)[o:9]1.[ClH:44].[Li+:3].[O:45]1[CH2:46][CH2:47][CH2:48][CH2:49]1.[OH-:2].[OH2:1]>>[CH3:4][c:5]1[c:6]([CH2:15][O:16][c:17]2[cH:18][cH:19][c:20]([CH2:21][O:22][N:23]=[C:24]([CH2:25][CH2:26][CH2:27][CH2:28][CH2:29][CH2:30][C:31](=[O:32])[OH:33])[c:36]3[cH:37][cH:38][cH:39][cH:40][cH:41]3)[cH:42][cH:43]2)[n:7][c:8](-[c:10]2[s:11][cH:12][cH:13][cH:14]2)[o:9]1. Reactants: C[C@@H]1N(CCC1)[C@@H]1CN(CC1)C=1C=C2CCNCC2=CC1 (6-((2S,3′S)-2-methyl-[1,3′]bipyrrolidinyl-1′-yl)-1,2,3,4-tetrahydro-isoquinoline), BrC=1C=NC=NC1 (5-bromo-pyrimidine). Product: C[C@@H]1N(CCC1)[C@@H]1CN(CC1)C=1C=C2CCN(CC2=CC1)C=1C=NC=NC1 (6-((2S,3′S)-2-Methyl-[1,3′]bipyrrolidinyl-1′-yl)-2-pyrimidin-5-yl-1,2,3,4-tetrahydro-isoquinoline). Reaction SMILES: [CH3:1][C@H:2]1[CH2:6][CH2:5][CH2:4][N:3]1[C@H:7]1[CH2:11][CH2:10][N:9]([C:12]2[CH:13]=[C:14]3[C:19](=[CH:20][CH:21]=2)[CH2:18][NH:17][CH2:16][CH2:15]3)[CH2:8]1.Br[C:23]1[CH:24]=[N:25][CH:26]=[N:27][CH:28]=1>>[CH3:1][C@H:2]1[CH2:6][CH2:5][CH2:4][N:3]1[C@H:7]1[CH2:11][CH2:10][N:9]([C:12]2[CH:13]=[C:14]3[C:19](=[CH:20][CH:21]=2)[CH2:18][N:17]([C:23]2[CH:24]=[N:25][CH:26]=[N:27][CH:28]=2)[CH2:16][CH2:15]3)[CH2:8]1. Reported procedure: The title compound was synthesized in substantially the same way as Example 1 by condensation of 6-((2S,3′S)-2-methyl-[1,3′]bipyrrolidinyl-1′-yl)-1,2,3,4-tetrahydro-isoquinoline with 5-bromo-pyrimidine. Reactants: ClC=1C=C2C(=NC1)N(C=C2C(O)C2=C(C=C(C(=C2)OC)OCC2=NC1=C(N2C)C=CC=C1)F)[Si](C(C)C)(C(C)C)C(C)C ((5-Chloro-1-triisopropylsilanyl-1H-pyrrolo[2,3-b]pyridin-3-yl)-[2-fluoro-5-methoxy-4-(1-methyl-1H-benzoimidazol-2-ylmethoxy)-phenyl]-methanol), FC(C(=O)O)(F)F (trifluoroacetic acid), C(C)#N (acetonitrile), C(C)[SiH](CC)CC (Triethylsilane). Run at temperature 70 celsius, time 1.5 hour. Yields the product ClC=1C=C2C(=NC1)NC=C2CC2=CC(=C(OCC1=NC3=C(N1C)C=CC=C3)C=C2F)OC (2-[4-(5-Chloro-1H-pyrrolo[2, 3-b]pyridin-3-ylmethyl)-5-fluoro-2-methoxy-phenoxymethyl]-1-methyl-1H-benzimidazole). The yield is 33.5%. Reaction SMILES: [Cl:1][C:2]1[CH:3]=[C:4]2[C:10]([CH:11]([C:13]3[CH:18]=[C:17]([O:19][CH3:20])[C:16]([O:21][CH2:22][C:23]4[N:27]([CH3:28])[C:26]5[CH:29]=[CH:30][CH:31]=[CH:32][C:25]=5[N:24]=4)=[CH:15][C:14]=3[F:33])O)=[CH:9][N:8]([Si](C(C)C)(C(C)C)C(C)C)[C:5]2=[N:6][CH:7]=1.C(#N)C.C([SiH](CC)CC)C.FC(F)(F)C(O)=O>>[Cl:1][C:2]1[CH:3]=[C:4]2[C:10]([CH2:11][C:13]3[C:14]([F:33])=[CH:15][C:16]([O:21][CH2:22][C:23]4[N:27]([CH3:28])[C:26]5[CH:29]=[CH:30][CH:31]=[CH:32][C:25]=5[N:24]=4)=[C:17]([O:19][CH3:20])[CH:18]=3)=[CH:9][NH:8][C:5]2=[N:6][CH:7]=1. Procedure details: (5-Chloro-1-triisopropylsilanyl-1H-pyrrolo[2,3-b]pyridin-3-yl)-[2-fluoro-5-methoxy-4-(1-methyl-1H-benzimidazol-2-ylmethoxy)-phenyl]-methanol (145) (0.140 g, 0.225 mmol) was suspended in acetonitrile (5 ml, 100 mmol). Triethylsilane (1.0 mL, 6.3 mmol) was added followed by trifluoroacetic acid (0.500 mL, 6.4 mmol). After the reaction was stirred at 60-80° C. for 1.5 hours the solvent was evaporated to dryness. Ethyl acetate was added and the organic portion was washed with saturated sodium bicarb...